From a dataset of the Open Reaction Database (ORD), a public repository of structured organic reaction records. describe an organic reaction: reactants, conditions, products, and yield The reactants are COC(C[C@H](C)N[C@H](C1=CC=CC=C1)C)=O ((3S,αS)-Methyl-3-(α-methylbenzylamino)butanoate), C[Mg]Br (methylmagnesium bromide). Solvent: C(C)OCC (diethyl ether). Reaction conditions: time 10 minute. The product is C[C@@H](C1=CC=CC=C1)N1C(C[C@@H]1C)=O ((4S,αS)-1-(α-Methylbenzyl)-4-methylazetidin-2-one). Reaction SMILES: C[O:2][C:3](=O)[CH2:4][C@@H:5]([NH:7][C@@H:8]([CH3:15])[C:9]1[CH:14]=[CH:13][CH:12]=[CH:11][CH:10]=1)[CH3:6].C[Mg]Br>C(OCC)C>[CH3:15][C@H:8]([N:7]1[C@@H:5]([CH3:6])[CH2:4][C:3]1=[O:2])[C:9]1[CH:14]=[CH:13][CH:12]=[CH:11][CH:10]=1. Procedure: To a solution compound (35) from Example 21 (1.00 mmol) in anhydrous diethyl ether (5 ml) at 0° C. was added slowly, dropwise, 3.0 M methylmagnesium bromide (1.10 mmol). The resulting solution was stirred for 10 minutes and the reaction was then quenched by addition of pH7 buffer. Diethyl ether (20 ml) was added, whereafter the solution was washed with water (20 ml) and brine (20 ml), dried (magnesium sulphate) and filtered. The solvent was removed under reduced pressure to afford the title comp... Starting materials: CCCCCOc1ccc(-c2ccc(C=CC(=O)OC)cc2)cc1, [H][H], C1CCOC1, O=[Pt]. Product: CCCCCOc1ccc(-c2ccc(CCC(=O)OC)cc2)cc1. As a reaction SMILES: [CH2:1]([CH2:2][CH2:3][CH2:4][CH3:5])[O:6][c:7]1[cH:8][cH:9][c:10](-[c:13]2[cH:14][cH:15][c:16]([CH:19]=[CH:20][C:21](=[O:22])[O:23][CH3:24])[cH:17][cH:18]2)[cH:11][cH:12]1.[H:25][H:26].[O:27]1[CH2:28][CH2:29][CH2:30][CH2:31]1.[Pt:32]=[O:33]>>[CH2:1]([CH2:2][CH2:3][CH2:4][CH3:5])[O:6][c:7]1[cH:8][cH:9][c:10](-[c:13]2[cH:14][cH:15][c:16]([CH2:19][CH2:20][C:21](=[O:22])[O:23][CH3:24])[cH:17][cH:18]2)[cH:11][cH:12]1. The reactants are O=C1Cc2c(Br)cccc2N1, CCN(CC)CCN1CCCc2[nH]c(C=O)c(C)c2C1=O. The product is CCN(CC)CCN1CCCc2[nH]c(C=C3C(=O)Nc4cccc(Br)c43)c(C)c2C1=O. RXN SMILES: [Br:22][c:23]1[c:24]2[c:28]([cH:29][cH:30][cH:31]1)[NH:27][C:26](=[O:32])[CH2:25]2.[CH2:1]([CH3:2])[N:3]([CH2:4][CH2:5][N:6]1[C:7](=[O:19])[c:8]2[c:9]([nH:13][c:14]([CH:17]=[O:18])[c:15]2[CH3:16])[CH2:10][CH2:11][CH2:12]1)[CH2:20][CH3:21]>>[CH2:1]([CH3:2])[N:3]([CH2:4][CH2:5][N:6]1[C:7](=[O:19])[c:8]2[c:9]([nH:13][c:14]([CH:17]=[C:25]3[c:24]4[c:23]([Br:22])[cH:31][cH:30][cH:29][c:28]4[NH:27][C:26]3=[O:32])[c:15]2[CH3:16])[CH2:10][CH2:11][CH2:12]1)[CH2:20][CH3:21].